Dataset: the Open Reaction Database (ORD), a public repository of structured organic reaction records. Task: describe an organic reaction: reactants, conditions, products, and yield The reactants are COC[C@H]1[C@]([C@H]1C=O)(C1=CC(=CC(=C1)C(C)C)C(C)C)C ((+)-(1S, 2R, 3R)-3-Methoxymethyl-2-methyl-2-(3,5-diisopropyl-phenyl)-cyclopropanecarbaldehyde), CC12C(OC(CC1)(C2(C)C)C(=O)OC[C@@H]2[C@@]([C@H]2COCC)(C2=CC(=CC(=C2)C(C)C)C(C)C)C)=O ((1S, 2R, 3S)-3-Ethoxymethyl-2-methyl-2-(3,5-diisopropyl-phenyl)-cyclopropylmethyl 4,7,7-trimethyl-3-oxo-2-oxa-bicyclo[2.2.1]heptane-1-carboxylate). Product: C(C)OC[C@@H]1[C@]([C@H]1C=O)(C1=CC(=CC(=C1)C(C)C)C(C)C)C ((+)-(1S, 2R, 3S)-3-Ethoxymethyl-2-methyl-2-(3,5-diisopropyl-phenyl)-cyclopropanecarbaldehyde). Yield: 83.0%. Reaction SMILES: COC[C@@H]1[C@H](C=O)[C@]1(C)C1C=C(C(C)C)C=C(C(C)C)C=1.CC12C(C)(C)[C:26]([C:32]([O:34][CH2:35][C@H:36]3[C@H:38]([CH2:39][O:40]CC)[C@@:37]3([CH3:55])[C:43]3[CH:48]=[C:47]([CH:49]([CH3:51])[CH3:50])[CH:46]=[C:45]([CH:52]([CH3:54])[CH3:53])[CH:44]=3)=O)(CC1)OC2=O>>[CH2:32]([O:34][CH2:35][C@H:36]1[C@H:38]([CH:39]=[O:40])[C@:37]1([CH3:55])[C:43]1[CH:44]=[C:45]([CH:52]([CH3:53])[CH3:54])[CH:46]=[C:47]([CH:49]([CH3:51])[CH3:50])[CH:48]=1)[CH3:26]. Procedure: Following a procedure similar to that for the preparation of Intermediate 45 but using Intermediate 43b as the starting material afforded the title compound (30 mg, 83% yield) as a colorless oil: The reactants are C=C(C)CCl, O, Oc1ccc(Cl)cc1, O=S(=O)(O)O. The product is CC(C)(CCl)c1cc(Cl)ccc1O. Reaction SMILES: [Cl:9][CH2:10][C:11](=[CH2:12])[CH3:13].[OH2:19].[OH:1][c:2]1[cH:3][cH:4][c:5]([Cl:6])[cH:7][cH:8]1.[S:14](=[O:15])(=[O:16])([OH:17])[OH:18]>>[OH:1][c:2]1[c:3]([C:11]([CH2:10][Cl:9])([CH3:12])[CH3:13])[cH:4][c:5]([Cl:6])[cH:7][cH:8]1. Starting materials: NC1=C(C(=O)NCC(=O)NCC2CCNCC2)C=C(C=C1)C(F)(F)F (4-[[N-(2-amino-5-trifluoromethylbenzoyl)glycyl]aminomethyl]piperidine), ClC1=CC(=C(CCl)C=C1)[N+](=O)[O-] (4-chloro-2-nitrobenzyl chloride), C(C)#N (acetonitrile). The solvent is C(Cl)(Cl)Cl (chloroform). Run at time 1.5 hour. Product: NC1=C(C(=O)NCC(=O)NCC2CCN(CC2)CC2=C(C=C(C=C2)Cl)N)C=C(C=C1)C(F)(F)F (4-[[N-(2-amino-5-trifluoromethylbenzoyl)glycyl]aminomethyl]-1-(2-amino-4-chlorobenzyl)piperidine). RXN SMILES: [NH2:1][C:2]1[CH:21]=[CH:20][C:19]([C:22]([F:25])([F:24])[F:23])=[CH:18][C:3]=1[C:4]([NH:6][CH2:7][C:8]([NH:10][CH2:11][CH:12]1[CH2:17][CH2:16][NH:15][CH2:14][CH2:13]1)=[O:9])=[O:5].[Cl:26][C:27]1[CH:34]=[CH:33][C:30]([CH2:31]Cl)=[C:29]([N+:35]([O-])=O)[CH:28]=1.C(#N)C>C(Cl)(Cl)Cl>[NH2:1][C:2]1[CH:21]=[CH:20][C:19]([C:22]([F:25])([F:23])[F:24])=[CH:18][C:3]=1[C:4]([NH:6][CH2:7][C:8]([NH:10][CH2:11][CH:12]1[CH2:13][CH2:14][N:15]([CH2:31][C:30]2[CH:33]=[CH:34][C:27]([Cl:26])=[CH:28][C:29]=2[NH2:35])[CH2:16][CH2:17]1)=[O:9])=[O:5]. Procedure details: A mixture of 4-[[N-(2-amino-5-trifluoromethylbenzoyl)glycyl]aminomethyl]piperidine (0.050 mmol) with 4-chloro-2-nitrobenzyl chloride (0.050 mmol), a piperidinomethylpolystyrene (60 mg), acetonitrile (1.0 mL) and chloroform (0.7 mL) was stirred at 50° C. overnight, cooled, then loaded onto a Varian™ SCX column and washed with chloroform/methanol (10 mL) and methanol (10 mL). The obtained product was eluted with a 2 M methanol solution of NH3 (5 mL) and concentrated. Ethanol (3 mL) and a 10% palla...